describe an organic reaction: reactants, conditions, products, and yield From a dataset of the Open Reaction Database (ORD), a public repository of structured organic reaction records. Starting materials: [C-]#N.[K+] (KCN), BrCC1=CC(=C(C=C1)Cl)F (4-(bromomethyl)-1-chloro-2-fluorobenzene), [C-]#N.[K+] (KCN). Solvent: O (H2O), CS(=O)C (DMSO), O (H2O). Reaction conditions: time 1 hour. The product is ClC1=C(C=C(C=C1)CC#N)F (2-(4-chloro-3-fluorophenyl)acetonitrile). Yield: 61.0%. RXN SMILES: [C-:1]#[N:2].[K+].Br[CH2:5][C:6]1[CH:11]=[CH:10][C:9]([Cl:12])=[C:8]([F:13])[CH:7]=1>CS(C)=O.O>[Cl:12][C:9]1[CH:10]=[CH:11][C:6]([CH2:5][C:1]#[N:2])=[CH:7][C:8]=1[F:13] |f:0.1|. Reported procedure: KCN (1.25 g, 19.2 mmol) was added to a solution of 4-(bromomethyl)-1-chloro-2-fluorobenzene (3.90 g, 17.5 mmol) in DMSO (60 mL). Several milliliters of H2O were added to help dissolve the KCN. After 1 hour, the reaction mixture was diluted with H2O and extracted with EtOAc. The extracts were dried (Na2SO4), filtered, and concentrated. The crude product was flashed on silica (Biotage 40M, 9:1 to 4:1 hex:EtOAc) to give 2-(4-chloro-3-fluorophenyl)acetonitrile (1.81 g, 61.2% yield) as a yellow cryst...